Dataset: the Open Reaction Database (ORD), a public repository of structured organic reaction records. Task: describe an organic reaction: reactants, conditions, products, and yield The reactants are C(#C)C1(CN2CCC1CC2)OC(CCC)=O ((-)-3-ethynyl-3-butyryloxyquinuclidine), [OH-].[K+] (potassium hydroxide). Run in CO (methanol). Run at time 2 hour. The product is C(#C)C1(CN2CCC1CC2)O ((-)-3-ethynyl-3-hydroxyquinuclidine). Reaction SMILES: [C:1]([C:3]1([O:11]C(=O)CCC)[CH:8]2[CH2:9][CH2:10][N:5]([CH2:6][CH2:7]2)[CH2:4]1)#[CH:2].[OH-].[K+]>CO>[C:1]([C:3]1([OH:11])[CH:8]2[CH2:9][CH2:10][N:5]([CH2:6][CH2:7]2)[CH2:4]1)#[CH:2] |f:1.2|. Reported procedure: The above oil containing (-)-3-ethynyl-3-butyryloxyquinuclidine was treated with a solution of potassium hydroxide (2.24 g) in methanol (50 ml). The mixture was stirred at ambient temperature for 2 hours. The mixture was evaporated and deionised water (2 ml) was added to the residue to give a solid. The solid was collected by filtration, washed with water (2×2 ml) and dried under vacuum over phosporus pentoxide to give (-)-3-ethynyl-3-hydroxyquinuclidine (611 mg) as a solid, m.p. 199°-202° C., [...